This data is from the Open Reaction Database (ORD), a public repository of structured organic reaction records. The task is: describe an organic reaction: reactants, conditions, products, and yield Procedure: To a suspension of sodium borohydride (1.346 g, 35.6 mmol) in ethanol (50 mL) at 0° C. was added lithium chloride (1.508 g, 35.6 mmol). The mixture was stirred at 0° C. for 10 min. A solution of (2R)-methyl 2-(tert-butoxycarbonylamino)-2-(4-(2-methylpentyloxy)phenyl)acetate (5.00 g, 13.68 mmol) in tetrahydrofuran (50.0 mL) was then added via cannula. The reaction mixture was warmed up to room temperature and was stirred at room temperature for 3 h. The reaction mixture was cooled to 0° C. and wa... Isolated yield 91.8%. Run in C(C)O (ethanol), O1CCCC1 (tetrahydrofuran). Product: OC[C@@H](C1=CC=C(C=C1)OCC(CCC)C)NC(OC(C)(C)C)=O (t-butyl (1R)-2-hydroxy-1-(4-(2-methylpentyloxy)phenyl)ethylcarbamate). As a reaction SMILES: [BH4-].[Na+].[Cl-].[Li+].[C:5]([O:9][C:10]([NH:12][C@H:13]([C:18]1[CH:23]=[CH:22][C:21]([O:24][CH2:25][CH:26]([CH3:30])[CH2:27][CH2:28][CH3:29])=[CH:20][CH:19]=1)[C:14](OC)=[O:15])=[O:11])([CH3:8])([CH3:7])[CH3:6]>C(O)C.O1CCCC1>[OH:15][CH2:14][C@H:13]([NH:12][C:10](=[O:11])[O:9][C:5]([CH3:6])([CH3:8])[CH3:7])[C:18]1[CH:19]=[CH:20][C:21]([O:24][CH2:25][CH:26]([CH3:30])[CH2:27][CH2:28][CH3:29])=[CH:22][CH:23]=1 |f:0.1,2.3|. Reaction conditions: temperature 0 celsius, time 10 minute. Starting materials: [Cl-].[Li+] (lithium chloride), [BH4-].[Na+] (sodium borohydride), C(C)(C)(C)OC(=O)N[C@@H](C(=O)OC)C1=CC=C(C=C1)OCC(CCC)C ((2R)-methyl 2-(tert-butoxycarbonylamino)-2-(4-(2-methylpentyloxy)phenyl)acetate). The reactants are C1COC(CBr)(CC)O1 (bromo-2-butanone ethylene ketal), [I-].[Na+] (sodium iodide), C([O-])([O-])=O.[Na+].[Na+] (sodium carbonate). Solvent: CC(=O)C (acetone). Run at time 8 hour. Product: C1COC(C)(CCI)O1 (4-Iodo-2-Butanone Ethylene Ketal). Yield: 94.2%. RXN SMILES: [CH2:1]1[O:9][C:4]([CH2:7][CH3:8])([CH2:5]Br)[O:3][CH2:2]1.[I-:10].[Na+].C(=O)([O-])[O-].[Na+].[Na+]>CC(C)=O>[CH2:1]1[O:9][C:4]([CH2:7][CH2:8][I:10])([CH3:5])[O:3][CH2:2]1 |f:1.2,3.4.5|. Reported procedure: A solution of 4 bromo-2-butanone ethylene ketal (16.4 mmol,3.2 g) in acetone (30 mL) was treated with sodium iodide (24 mmol, 3.7 g) and sodium carbonate (50 mmol, 5.1 g) and was reluxed overnight. The resulting mixture was filtered, washed with acetone (10 mL) and evaporated to dryness to a white solid. The residue was triturated with a mixture of 1:1 ether: pet ether (20 mL), stirred 30 min., filtered and evaporated to give 3.74 g (94%) of a pale yellow oil. LR-ES (C13H22O4): 243 (M+H).